Dataset: the Open Reaction Database (ORD), a public repository of structured organic reaction records. Task: describe an organic reaction: reactants, conditions, products, and yield The reactants are COC(C=O)OC, CCO, COc1cc(N)ccc1F. The product is COc1cc(NCC(OC)OC)ccc1F. Reaction SMILES: [CH3:11][O:12][CH:13]([CH:14]=[O:15])[O:16][CH3:17].[CH3:18][CH2:19][OH:20].[F:1][c:2]1[c:3]([O:9][CH3:10])[cH:4][c:5]([NH2:6])[cH:7][cH:8]1>>[F:1][c:2]1[c:3]([O:9][CH3:10])[cH:4][c:5]([NH:6][CH2:14][CH:13]([O:12][CH3:11])[O:16][CH3:17])[cH:7][cH:8]1. Reactants: C(C)(=O)OC1=CC(=CC=2C=C(OC21)C)C(=O)OCC (Ethyl 7-(Acetyloxy)-2-methyl-1-benzofuran-5-carboxylate), C([O-])([O-])=O.[K+].[K+] (Potassium carbonate). The solvent is C(C)O (ethanol), ClCCl (dichloromethane). Run at temperature 60 celsius, time 3 hour. Yields the product OC1=CC(=CC=2C=C(OC21)C)C(=O)OCC (Ethyl 7-Hydroxy-2-methyl-1-benzofuran-5-carboxylate). Yield: 81.0%. As a reaction SMILES: C([O:4][C:5]1[C:13]2[O:12][C:11]([CH3:14])=[CH:10][C:9]=2[CH:8]=[C:7]([C:15]([O:17][CH2:18][CH3:19])=[O:16])[CH:6]=1)(=O)C.C(=O)([O-])[O-].[K+].[K+]>C(O)C.ClCCl>[OH:4][C:5]1[C:13]2[O:12][C:11]([CH3:14])=[CH:10][C:9]=2[CH:8]=[C:7]([C:15]([O:17][CH2:18][CH3:19])=[O:16])[CH:6]=1 |f:1.2.3|. Reported procedure: Ethyl 7-(Acetyloxy)-2-methyl-1-benzofuran-5-carboxylate was dissolved in absolute ethanol (200 mL). Potassium carbonate (18 g, 0.13 mol) was added. The reaction mixture was stirred for 3 h at 60° C. and diluted with 200 mL of dichloromethane. The suspension was filtered. The precipitate was washed by 100 mL of dichloromethane. The combined solutions were washed by 200 mL of a 10% aqueous solution of citric acid and evaporated in vacuum to dryness. The residue was and crystallized from ether/hexa... Yields the product CNC(=O)c1nc(-c2cccc(OCCc3ccccc3)c2)cnc1N. As a reaction SMILES: [Br:30][CH2:31][CH2:32][c:33]1[cH:34][cH:35][cH:36][cH:37][cH:38]1.[C:24](=[O:25])([O-:26])[O-:27].[CH3:39][CH2:40][O:41][C:42](=[O:43])[CH3:44].[Cs+:28].[Cs+:29].[NH2:1][c:2]1[c:3]([C:15](=[O:16])[NH:17][CH3:18])[n:4][c:5](-[c:8]2[cH:9][c:10]([OH:14])[cH:11][cH:12][cH:13]2)[cH:6][n:7]1.[O:19]=[CH:20][N:21]([CH3:22])[CH3:23]>>[NH2:1][c:2]1[c:3]([C:15](=[O:16])[NH:17][CH3:18])[n:4][c:5](-[c:8]2[cH:9][c:10]([O:14][CH2:31][CH2:32][c:33]3[cH:34][cH:35][cH:36][cH:37][cH:38]3)[cH:11][cH:12][cH:13]2)[cH:6][n:7]1. Reactants: BrCCc1ccccc1, O=C([O-])[O-], CCOC(C)=O, [Cs+], [Cs+], CNC(=O)c1nc(-c2cccc(O)c2)cnc1N, CN(C)C=O. The reactants are [N+](=O)([O-])C=1C=C(CP(OCC)(OCC)=O)C=CC1 (diethyl 3-nitrobenzylphosphonate), N1=CC=C(C2=CC=CC=C12)C=O (4-quinolinecarbaldehyde), C([O-])(O)=O.[Na+] (sodium bicarbonate), [H-].[Na+] (sodium hydride). The solvent is CN(C=O)C (N,N-dimethylformamide), CN(C=O)C (N,N-dimethylformamide), CN(C=O)C (N,N-dimethylformamide). Reaction conditions: time 15 minute. Product: [N+](=O)([O-])C=1C=C(C=CC1)/C=C/C1=CC=NC2=CC=CC=C12 (4-[(E)-2-(3-nitrophenyl)vinyl]quinoline). Yield: 35.3%. RXN SMILES: [H-].[Na+].[N+:3]([C:6]1[CH:7]=[C:8]([CH:18]=[CH:19][CH:20]=1)[CH2:9]P(=O)(OCC)OCC)([O-:5])=[O:4].[N:21]1[C:30]2[C:25](=[CH:26][CH:27]=[CH:28][CH:29]=2)[C:24]([CH:31]=O)=[CH:23][CH:22]=1.C(=O)(O)[O-].[Na+]>CN(C)C=O>[N+:3]([C:6]1[CH:7]=[C:8](/[CH:9]=[CH:31]/[C:24]2[C:25]3[C:30](=[CH:29][CH:28]=[CH:27][CH:26]=3)[N:21]=[CH:22][CH:23]=2)[CH:18]=[CH:19][CH:20]=1)([O-:5])=[O:4] |f:0.1,4.5|. Procedure: To a suspension of sodium hydride (60% in oil, 0.75 g) in N,N-dimethylformamide (20 ml) was added a solution of diethyl 3-nitrobenzylphosphonate (4.40 g) in N,N-dimethylformamide (20 ml). The mixture was stirred at room temperature for 15 minutes, then a solution of 4-quinolinecarbaldehyde (2.81 g) in N,N-dimethylformamide (20 ml) was added thereto. After stirring at 50° C. for 30 minutes, the mixture was poured into aqueous sodium bicarbonate, and extracted with ethyl acetate twice. The combine... Starting materials: solid, intermediate c, FC=1C=C(C(=CC1F)N)N (4,5-difluoro-benzene-1,2-diamine), COC1=C(C(=O)O)C=CC=C1 (2-methoxy-benzoic acid). The product is FC1=CC2=C(NC(=N2)C2=C(C=CC=C2)OC)C=C1F (5,6-Difluoro-2-(2-methoxy-phenyl)-1H-benzoimidazole). As a reaction SMILES: [F:1][C:2]1[CH:3]=[C:4]([NH2:10])[C:5]([NH2:9])=[CH:6][C:7]=1[F:8].[CH3:11][O:12][C:13]1[CH:21]=[CH:20][CH:19]=[CH:18][C:14]=1[C:15](O)=O>>[F:1][C:2]1[C:7]([F:8])=[CH:6][C:5]2[NH:9][C:15]([C:14]3[CH:18]=[CH:19][CH:20]=[CH:21][C:13]=3[O:12][CH3:11])=[N:10][C:4]=2[CH:3]=1. Procedure: The title compound was prepared in analogy to Example 19, intermediate c, from 4,5-difluoro-benzene-1,2-diamine (CAS Reg. No. 76179-40-3) and 2-methoxy-benzoic acid (CAS Reg. No. 579-75-9). Brown solid (41%). MS (Turbo Spray): m/z=261.2 (M+H). The reactants are BrC1=CC=2C(=NN(N2)C2=C(C(=CC(=C2)C(C)(C)CC(C)(C)C)C(C)(C)C2=CC=CC=C2)O)C=C1 (5-bromo-2-(2-hydroxy-3-α-cumyl-5-tert-octylphenyl)-2H-benzotriazole), C([O-])([O-])=O.[Na+].[Na+] (sodium carbonate), S1C=C(C=C1)B(O)O (thiophene-3-boronic acid), C1(=CC=CC=C1)P(C1=CC=CC=C1)C1=CC=CC=C1 (triphenylphosphine). Reagents/catalysts: C(C)(=O)[O-].C(C)(=O)[O-].[Pd+2] (palladium(II) diacetate). Run in C(CC)O (n-propanol), O (water). Product: S1C=C(C=C1)C1=CC=2C(=NN(N2)C2=C(C(=CC(=C2)C(C)(C)CC(C)(C)C)C(C)(C)C2=CC=CC=C2)O)C=C1 (5-(3-Thienyl)-2-(2-hydroxy-3-α-cumyl-5-tert-octylphenyl)-2H-benzotriazole). Yield: 78.7%. As a reaction SMILES: Br[C:2]1[CH:34]=[CH:33][C:5]2=[N:6][N:7]([C:9]3[CH:14]=[C:13]([C:15]([CH2:18][C:19]([CH3:22])([CH3:21])[CH3:20])([CH3:17])[CH3:16])[CH:12]=[C:11]([C:23]([C:26]4[CH:31]=[CH:30][CH:29]=[CH:28][CH:27]=4)([CH3:25])[CH3:24])[C:10]=3[OH:32])[N:8]=[C:4]2[CH:3]=1.[S:35]1[CH:39]=[CH:38][C:37](B(O)O)=[CH:36]1.C1(P(C2C=CC=CC=2)C2C=CC=CC=2)C=CC=CC=1.C(=O)([O-])[O-].[Na+].[Na+]>C([O-])(=O)C.C([O-])(=O)C.[Pd+2].O.C(O)CC>[S:35]1[CH:39]=[CH:38][C:37]([C:2]2[CH:34]=[CH:33][C:5]3=[N:6][N:7]([C:9]4[CH:14]=[C:13]([C:15]([CH2:18][C:19]([CH3:22])([CH3:21])[CH3:20])([CH3:17])[CH3:16])[CH:12]=[C:11]([C:23]([C:26]5[CH:27]=[CH:28][CH:29]=[CH:30][CH:31]=5)([CH3:24])[CH3:25])[C:10]=4[OH:32])[N:8]=[C:4]3[CH:3]=2)=[CH:36]1 |f:3.4.5,6.7.8|. Procedure details: The procedure of Example 1 is followed using 5-bromo-2-(2-hydroxy-3-α-cumyl-5-tert-octylphenyl)-2H-benzotriazole (5.21 g, 0.01 mol), thiophene-3-boronic acid (1.34 g, 0.0105 mol), 250 mL of n-propanol, palladium(II) diacetate (0.090 g, 0.0004 mol), triphenylphosphine (0.315 g, 0.0012 mol), 6 mL of 2M sodium carbonate (1.27 g, 0.012 mol) and 5 mL of water. The residue is purified by dry-column flash chromatography (toluene eluent), followed by recrystallization from heptane to give 4.12 g (78.6% ...